Dataset: the Open Reaction Database (ORD), a public repository of structured organic reaction records. Task: describe an organic reaction: reactants, conditions, products, and yield The reactants are CC=1C=C(C=C(C1OC1=CC=C(C=C1)OC)C)[N+](=O)[O-] (3,5-dimethyl-4-(4′-methoxyphenoxy)nitrobenzene), BrN1C(CCC1=O)=O (N-bromosuccinimide), FC(C(=O)O)(F)F (trifluoroacetic acid), BrN1C(CCC1=O)=O (N-bromosuccinimide), FC(C(=O)O)(F)F (trifluoroacetic acid). Run in C(Cl)(Cl)Cl (chloroform). The product is BrC=1C=C(OC2=C(C=C(C=C2C)[N+](=O)[O-])C)C=CC1OC (4-(3-Bromo-4-methoxyphenoxy)-3,5-dimethyinitrobenzene). Yield: 97.2%. RXN SMILES: [CH3:1][C:2]1[CH:3]=[C:4]([N+:18]([O-:20])=[O:19])[CH:5]=[C:6]([CH3:17])[C:7]=1[O:8][C:9]1[CH:14]=[CH:13][C:12]([O:15][CH3:16])=[CH:11][CH:10]=1.[Br:21]N1C(=O)CCC1=O.FC(F)(F)C(O)=O>C(Cl)(Cl)Cl>[Br:21][C:13]1[CH:14]=[C:9]([CH:10]=[CH:11][C:12]=1[O:15][CH3:16])[O:8][C:7]1[C:6]([CH3:17])=[CH:5][C:4]([N+:18]([O-:20])=[O:19])=[CH:3][C:2]=1[CH3:1]. Reported procedure: To a solution of 3,5-dimethyl-4-(4′-methoxyphenoxy)nitrobenzene (4.0 g) (J. Med. Chem., 38: 703 (1995)) in chloroform (150 ml) were added N-bromosuccinimide (2.6 g) and trifluoroacetic acid (1.1 ml), and the resulting mixture was heated under reflux for 90 min. Additional portions of N-bromosuccinimide (2.6 g) and trifluoroacetic acid (1.1 ml) were added, followed by further heating for 18 h. The reaction was washed with sodium bicarbonate, dried (Na2SO4) and concentrated to afford the title com...